This data is from the Open Reaction Database (ORD), a public repository of structured organic reaction records. The task is: describe an organic reaction: reactants, conditions, products, and yield Reactants: C(#C)C1(OC2=C(CC1)C(=C(C(=C2C)C)O)C)C (rac-3,4-dihydro-2-ethynyl-2,5,7,8-tetramethyl-2H-1-benzopyran-6-ol), COC=1C=C(C=CC1)I (3-methoxy-iodobenzene). The product is COC=1C=C(C=CC1)C#CC1(OC2=C(CC1)C(=C(C(=C2C)C)O)C)C (rac-3,4-Dihydro-2-[(3-methoxyphenyl)ethynyl]-2,5,7,8-tetramethyl-2H-1-benzopyran-6-ol). As a reaction SMILES: [C:1]([C:3]1([CH3:17])[CH2:8][CH2:7][C:6]2[C:9]([CH3:16])=[C:10]([OH:15])[C:11]([CH3:14])=[C:12]([CH3:13])[C:5]=2[O:4]1)#[CH:2].[CH3:18][O:19][C:20]1[CH:21]=[C:22](I)[CH:23]=[CH:24][CH:25]=1>>[CH3:18][O:19][C:20]1[CH:25]=[C:24]([C:2]#[C:1][C:3]2([CH3:17])[CH2:8][CH2:7][C:6]3[C:9]([CH3:16])=[C:10]([OH:15])[C:11]([CH3:14])=[C:12]([CH3:13])[C:5]=3[O:4]2)[CH:23]=[CH:22][CH:21]=1. Reported procedure: Reaction of 1.15 g (5 mmol) of rac-3,4-dihydro-2-ethynyl-2,5,7,8-tetramethyl-2H-1-benzopyran-6-ol and 1.5 ml (12.5 mmol) of 3-methoxy-iodobenzene as described in Example 4 yielded after isolation by chromatography over 60 g of silica gel with methylene chloride and crystallization from ether/hexane 1.05 g (62.5%) of colorless crystals with m.p. 108°-112° C.